Dataset: the Open Reaction Database (ORD), a public repository of structured organic reaction records. Task: describe an organic reaction: reactants, conditions, products, and yield The reactants are C(C)(C)(C)C=1N=C(SC1)C=1OC2=C(C1)C=C(C=C2)OCC2=C(OC(C(=O)OC(C1=CC=CC=C1)C1=CC=CC=C1)CCC)C=CC=C2 (diphenylmethyl 2-{2-{[2-(4-tert-butylthiazol-2-yl)benzofuran-5-yloxy]methyl}phenoxy}-pentanoate), O1CCCC1 (tetrahydrofuran), [OH-].[Na+] (sodium hydroxide). Run in CO (methanol). Run at time 2 hour. Product: C(C)(C)(C)C=1N=C(SC1)C=1OC2=C(C1)C=C(C=C2)OCC2=C(OC(C(=O)O)CCC)C=CC=C2 (2-{2-{[2-(4-tert-butylthiazol-2-yl)benzofuran-5-yloxy]methyl}phenoxy}pentanoic acid). The yield is 52.8%. RXN SMILES: [C:1]([C:5]1[N:6]=[C:7]([C:10]2[O:11][C:12]3[CH:18]=[CH:17][C:16]([O:19][CH2:20][C:21]4[CH:47]=[CH:46][CH:45]=[CH:44][C:22]=4[O:23][CH:24]([CH2:41][CH2:42][CH3:43])[C:25]([O:27]C(C4C=CC=CC=4)C4C=CC=CC=4)=[O:26])=[CH:15][C:13]=3[CH:14]=2)[S:8][CH:9]=1)([CH3:4])([CH3:3])[CH3:2].O1CCCC1.[OH-].[Na+]>CO>[C:1]([C:5]1[N:6]=[C:7]([C:10]2[O:11][C:12]3[CH:18]=[CH:17][C:16]([O:19][CH2:20][C:21]4[CH:47]=[CH:46][CH:45]=[CH:44][C:22]=4[O:23][CH:24]([CH2:41][CH2:42][CH3:43])[C:25]([OH:27])=[O:26])=[CH:15][C:13]=3[CH:14]=2)[S:8][CH:9]=1)([CH3:2])([CH3:3])[CH3:4] |f:2.3|. Procedure: To a solution of diphenylmethyl 2-{2-{[2-(4-tert-butylthiazol-2-yl)benzofuran-5-yloxy]methyl}phenoxy}-pentanoate (2.30 g) in a mixed solvent of tetrahydrofuran (30 ml) and methanol (15 ml) was added 1N sodium hydroxide solution (6.8 ml) at room temperature. The solution was stirred for two hours and concentrated under reduced pressure. The residue was diluted with water and acidified with 1N hydrochloric acid and was extracted with ethyl acetate. The organic layer was washed with brine and dried... The reactants are S(=O)(=O)([O-])C1=CC=C(C)C=C1.[NH+]1=CC=CC=C1 (Pyridinium tosylate), C(=C)OCC (ethyl vinyl ether), OC(COC1=CC=CC=C1)C1CCC(CC1)=O (4-(1-hydroxy-2-phenoxyethyl)cyclohexanone). Solvent: C(Cl)Cl (methylene chloride), C(Cl)Cl (Methylene chloride). Conditions: time 8 hour. Yields the product C(C)OC(C)OC(COC1=CC=CC=C1)C1CCC(CC1)=O (4-[1-(1-Ethoxy-ethoxy)-2-phenoxyethyl]cyclohexanone). Reaction SMILES: S(C1C=CC(C)=CC=1)([O-])(=O)=O.[NH+]1C=CC=CC=1.[CH:18]([O:20][CH2:21][CH3:22])=[CH2:19].[OH:23][CH:24]([CH:33]1[CH2:38][CH2:37][C:36](=[O:39])[CH2:35][CH2:34]1)[CH2:25][O:26][C:27]1[CH:32]=[CH:31][CH:30]=[CH:29][CH:28]=1>C(Cl)Cl>[CH2:18]([O:20][CH:21]([O:23][CH:24]([CH:33]1[CH2:38][CH2:37][C:36](=[O:39])[CH2:35][CH2:34]1)[CH2:25][O:26][C:27]1[CH:32]=[CH:31][CH:30]=[CH:29][CH:28]=1)[CH3:22])[CH3:19] |f:0.1|. Procedure details: Pyridinium tosylate (15 mg, 0.06 mmol) and ethyl vinyl ether (339 mg, 450 μl, 4.70 mmol) were added to a solution of 4-(1-hydroxy-2-phenoxyethyl)cyclohexanone (919 mg, 3.92 mmol) in anhydrous methylene chloride (20 ml) and the mixture was stirred at room temperature overnight. Methylene chloride (20 ml) was then added to the mixture and the mixture was washed with water, 5% strength sodium bicarbonate solution and saturated sodium chloride solution (50 ml of each). The organic phase was dried wi... The reactants are CO, N#Cc1ncn2c1C1CCN1C(=O)c1c-2ccc(F)c1Cl, Cl, NO, [Na]. The product is NC(=NO)c1ncn2c1C1CCN1C(=O)c1c-2ccc(F)c1Cl. Reaction SMILES: [CH3:26][OH:27].[Cl:5][c:6]1[c:7]([F:25])[cH:8][cH:9][c:10]2[c:11]1[C:12](=[O:24])[N:13]1[CH:14]([c:15]3[n:16]-2[cH:17][n:18][c:19]3[C:20]#[N:21])[CH2:22][CH2:23]1.[ClH:2].[NH2:3][OH:4].[Na:1]>>[N:3]([OH:4])=[C:20]([c:19]1[c:15]2[n:16]([cH:17][n:18]1)-[c:10]1[cH:9][cH:8][c:7]([F:25])[c:6]([Cl:5])[c:11]1[C:12](=[O:24])[N:13]1[CH:14]2[CH2:22][CH2:23]1)[NH2:21]. The reactants are NCC(=O)C=1C=C2C(CCC(C2=CC1)(C)C)(C)C (6-aminoacetyl-1,2,3,4-tetrahydro-1,1,4,4-tetramethylnaphthalene), Cl (hydrochloric acid). Reagents/catalysts: [Pd] (palladium). Solvent: CO (methanol). Product: Cl.NCC(=O)C=1C=C2C(CCC(C2=CC1)(C)C)(C)C (6-Aminoacetyl-1,2,3,4-tetrahydro-1,1,4,4-tetramethylnaphthalene hydrochloride). As a reaction SMILES: [NH2:1][CH2:2][C:3]([C:5]1[CH:6]=[C:7]2[C:12](=[CH:13][CH:14]=1)[C:11]([CH3:16])([CH3:15])[CH2:10][CH2:9][C:8]2([CH3:18])[CH3:17])=[O:4].[ClH:19]>CO.[Pd]>[ClH:19].[NH2:1][CH2:2][C:3]([C:5]1[CH:6]=[C:7]2[C:12](=[CH:13][CH:14]=1)[C:11]([CH3:16])([CH3:15])[CH2:10][CH2:9][C:8]2([CH3:18])[CH3:17])=[O:4] |f:4.5|. Procedure: 16.2 g (63.5 millimoles) of 6-aminoacetyl-1,2,3,4-tetrahydro-1,1,4,4-tetramethylnaphthalene in 250 ml of methanol and 59 ml of 2N hydrochloric acid were hydrogenated with 2.9 g of 10% strength palladium on active carbon at room temperature and under atmospheric pressure. The reaction mixture was filtered over Celite and the filtrate was evaporated down. The residue was stirrred with ether and a few drops of methanol and the precipitated crystals were filtered off under suction. After drying, 5.8... The reactants are [BH4-], C=C(C)c1cc(-c2ccc(C(F)(F)F)cc2)sc1C=O, C1CCOC1, [Na+]. The product is C=C(C)c1cc(-c2ccc(C(F)(F)F)cc2)sc1CO. Reaction SMILES: [BH4-:21].[C:1](=[CH2:2])([CH3:3])[c:4]1[c:5]([CH:19]=[O:20])[s:6][c:7](-[c:9]2[cH:10][cH:11][c:12]([C:15]([F:16])([F:17])[F:18])[cH:13][cH:14]2)[cH:8]1.[CH2:23]1[O:24][CH2:25][CH2:26][CH2:27]1.[Na+:22]>>[C:1](=[CH2:2])([CH3:3])[c:4]1[c:5]([CH2:19][OH:20])[s:6][c:7](-[c:9]2[cH:10][cH:11][c:12]([C:15]([F:16])([F:17])[F:18])[cH:13][cH:14]2)[cH:8]1. As a reaction SMILES: [Cl:1][C:2]1[CH:10]=[CH:9][C:8]2[NH:7][C:6]3[CH2:11][CH2:12][N:13]([CH3:15])[CH2:14][C:5]=3[C:4]=2[CH:3]=1.[CH3:16][N:17]([CH3:26])[C:18]1[CH:23]=[CH:22][C:21]([CH:24]=[CH2:25])=[CH:20][N:19]=1.[OH-].[K+]>CN1C(=O)CCC1>[Cl:1][C:2]1[CH:10]=[CH:9][C:8]2[N:7]([CH2:25][CH2:24][C:21]3[CH:22]=[CH:23][C:18]([N:17]([CH3:26])[CH3:16])=[N:19][CH:20]=3)[C:6]3[CH2:11][CH2:12][N:13]([CH3:15])[CH2:14][C:5]=3[C:4]=2[CH:3]=1 |f:2.3|. Reported procedure: The title compound is prepared from a mixture of 8-chloro-2,3,4,5-tetrahydro-2-methyl-1H-pyrido[4,3-b]indole, N,N-dimethyl-5-vinylpyridin-2-amine and KOH (5-7 equiv) in NMP at a temperature ranging between 25 deg C. to 100 deg C. The product obtained is isolated by preparative HPLC. Reactants: ClC1=CC=2C3=C(NC2C=C1)CCN(C3)C (8-chloro-2,3,4,5-tetrahydro-2-methyl-1H-pyrido[4,3-b]indole), CN(C1=NC=C(C=C1)C=C)C (N,N-dimethyl-5-vinylpyridin-2-amine), [OH-].[K+] (KOH). Solvent: CN1CCCC1=O (NMP). The product is ClC1=CC=2C3=C(N(C2C=C1)CCC=1C=CC(=NC1)N(C)C)CCN(C3)C (5-(2-(8-chloro-1,2,3,4-tetrahydro-2-methylpyrido[4,3-b]indol-5-yl)ethyl)-N,N-dimethylpyridin-2-amine). The product is NN1C(=NN=C1S)CCCC1=CC=C(C=C1)[N+](=O)[O-] (4-amino-5-mercapto-3-[3-(4-nitrophenyl)propyl][1,2,4]triazole). Reaction SMILES: [NH2:1][NH:2][C:3]([NH:5][NH2:6])=[S:4].[N+:7]([C:10]1[CH:15]=[CH:14][C:13]([CH:16]([CH2:20][CH3:21])C(O)=O)=[CH:12][CH:11]=1)([O-:9])=[O:8].[N+]([C:25]1C=C(B(O)O)C=CC=1)([O-])=O>C1(C)C=CC=CC=1>[NH2:6][N:5]1[C:3]([SH:4])=[N:2][N:1]=[C:25]1[CH2:21][CH2:20][CH2:16][C:13]1[CH:12]=[CH:11][C:10]([N+:7]([O-:9])=[O:8])=[CH:15][CH:14]=1. Run in C1(=CC=CC=C1)C (toluene). Isolated yield 647.5%. Reactants: NNC(=S)NN (thiocarbohydrazide), [N+](=O)([O-])C1=CC=C(C=C1)C(C(=O)O)CC (4-nitrophenylbutanoic acid), [N+](=O)([O-])C=1C=C(C=CC1)B(O)O (3-nitrobenzeneboronic acid). Procedure details: To a mixture of 4.9 g (47 mmol) of thiocarbohydrazide and 9.8 g (47 mmol) of 4-nitrophenylbutanoic acid in 30 mL of toluene was added 0.8 g (4.7 mmol) of 3-nitrobenzeneboronic acid. The mixture was heated at reflux for 24 hr. The reaction was cooled and the reaction mixture was allowed to settle. The supernatant liquid was decanted. To the residual solid was added 50 mL of acetonitrile. The mixture was stirred for 30 minutes. The solid was collected, rinsed with 10 mL of acetonitrile and dried i... Run at time 30 minute.